This data is from the Open Reaction Database (ORD), a public repository of structured organic reaction records. The task is: describe an organic reaction: reactants, conditions, products, and yield Reactants: CC1(C(C(C2=CC(=CC=C12)\C(=C\C1=CC=CC=C1)\C)(C)C)=O)C (1,1,3,3-tetramethyl-5-[(E)-α-methylstyryl]2-indanone), [BH4-].[Na+] (sodium borohydride). Run in C(C)O (ethanol). Run at time 16 hour. Yields the product CC1(C(C(C2=CC(=CC=C12)\C(=C\C1=CC=CC=C1)\C)(C)C)O)C (1,1,3,3-tetramethyl-5-[(E)-α-methylstyryl]-2-indanol). Isolated yield 78.1%. Reaction SMILES: [CH3:1][C:2]1([CH3:23])[C:10]2[C:5](=[CH:6][C:7](/[C:11](/[CH3:19])=[CH:12]/[C:13]3[CH:18]=[CH:17][CH:16]=[CH:15][CH:14]=3)=[CH:8][CH:9]=2)[C:4]([CH3:21])([CH3:20])[C:3]1=[O:22].[BH4-].[Na+]>C(O)C>[CH3:1][C:2]1([CH3:23])[C:10]2[C:5](=[CH:6][C:7](/[C:11](/[CH3:19])=[CH:12]/[C:13]3[CH:18]=[CH:17][CH:16]=[CH:15][CH:14]=3)=[CH:8][CH:9]=2)[C:4]([CH3:21])([CH3:20])[CH:3]1[OH:22] |f:1.2|. Procedure: 1.4 g of 1,1,3,3-tetramethyl-5-[(E)-α-methylstyryl]2-indanone are dissolved in 100 ml of ethanol and treated at room temperature with 6 g of sodium borohydride. After stirring at room temperature for 16 hours the reaction mixture is poured on to ice and extracted repeatedly with ether. The organic phase is washed with saturated sodium chloride solution, dried and evaporated. The residue can be recrystallized from hexane and gives 1.1 g of 1,1,3,3-tetramethyl-5-[(E)-α-methylstyryl]-2-indanol in c... The reactants are BrC1=NN(C(=C1[N+](=O)[O-])NCCO)C (3-bromo-5-(2'-hydroxyethyl)amino-1-methyl-4-nitropyrazole), S(O)(O)(=O)=O (sulfuric acid). Solvent: O (water). Product: NC=1C=NN(C1NCCO)C (4-amino-5-(2'-hydroxyethyl)amino-1-methylpyrazole). Yield: 122.3%. As a reaction SMILES: Br[C:2]1[C:6]([N+:7]([O-])=O)=[C:5]([NH:10][CH2:11][CH2:12][OH:13])[N:4]([CH3:14])[N:3]=1.S(=O)(=O)(O)O>O>[NH2:7][C:6]1[CH:2]=[N:3][N:4]([CH3:14])[C:5]=1[NH:10][CH2:11][CH2:12][OH:13]. Procedure details: 1 g (3.77 mmoles) of 3-bromo-5-(2'-hydroxyethyl)amino-1-methyl-4-nitropyrazole are hydrogenated in a solution of 380 mg (3.77 mmoles) sulfuric acid in 50 ml water for 2 hours according to method (2). 720 mg (75 percent of theory) of 4-amino-5-(2'-hydroxyethyl)amino-1-methylpyrazole hydrosulfate are obtained in the form of colorless crystals with a melting point of 94° to 97° C. Starting materials: COC1=C(C(=CC=C1)C=O)C=O (3-methoxy-benzene-1,2-dicarbaldehyde), C(C)OC(CC[N+](=O)[O-])=O (3-nitro-propionic acid ethyl ester), [Na] (sodium), Cl (HCl). Run in CCO (EtOH), CCO (EtOH), CCO (EtOH). Conditions: time 15 minute. Yields the product C(C)OC(=O)C1=CC2=C(C=CC=C2C=C1[N+](=O)[O-])OC (8-Methoxy-3-nitro-naphthalene-2-carboxylic acid ethyl ester). Reaction SMILES: [CH2:1]([O:3][C:4](=[O:10])[CH2:5][CH2:6][N+:7]([O-:9])=[O:8])[CH3:2].[Na].[CH3:12][O:13][C:14]1[CH:19]=[CH:18][CH:17]=[C:16]([CH:20]=O)[C:15]=1[CH:22]=O.Cl>CCO>[CH2:1]([O:3][C:4]([C:5]1[C:6]([N+:7]([O-:9])=[O:8])=[CH:20][C:16]2[C:15](=[C:14]([O:13][CH3:12])[CH:19]=[CH:18][CH:17]=2)[CH:22]=1)=[O:10])[CH3:2] |^1:10|. Procedure: A solution of 3-nitro-propionic acid ethyl ester (16.25 g, 110.45 mmol, 4.0 equiv) in EtOH (150 ml) was added at 0° C. under an atmosphere of argon to a freshly prepared solution of sodium (2.54 g, 110.45 mmol, 4.0 equiv) in EtOH (110 ml). After 15 minutes, a solution of 3-methoxy-benzene-1,2-dicarbaldehyde (4.53 g, 27.61 mmol) in EtOH (150 ml) was added at 0° C. The reaction mixture was warmed to room temperature, and after 40 minutes, TLC analysis indicated complete conversion. 2 N aqueous HCl... The reactants are OCCBr, O=C([O-])[O-], CN(C)C=O, CCOC(C)=O, [Cs+], [Cs+], O, FC(F)(F)Cn1ncnc1-c1nc2c(s1)CCOc1cc(-c3cn[nH]c3)ccc1-2. Yields the product OCCn1cc(-c2ccc3c(c2)OCCc2sc(-c4ncnn4CC(F)(F)F)nc2-3)cn1. Reaction SMILES: [Br:41][CH2:42][CH2:43][OH:44].[C:30](=[O:31])([O-:32])[O-:33].[CH3:36][N:37]([CH3:38])[CH:39]=[O:40].[CH3:46][CH2:47][O:48][C:49](=[O:50])[CH3:51].[Cs+:34].[Cs+:35].[OH2:45].[nH:1]1[n:2][cH:3][c:4](-[c:6]2[cH:7][c:8]3[c:9]([cH:28][cH:29]2)-[c:10]2[n:11][c:12](-[c:18]4[n:19]([CH2:23][C:24]([F:25])([F:26])[F:27])[n:20][cH:21][n:22]4)[s:13][c:14]2[CH2:15][CH2:16][O:17]3)[cH:5]1>>[n:1]1([CH2:42][CH2:43][OH:44])[n:2][cH:3][c:4](-[c:6]2[cH:7][c:8]3[c:9]([cH:28][cH:29]2)-[c:10]2[n:11][c:12](-[c:18]4[n:19]([CH2:23][C:24]([F:25])([F:26])[F:27])[n:20][cH:21][n:22]4)[s:13][c:14]2[CH2:15][CH2:16][O:17]3)[cH:5]1. Reactants: ClC1=C(C=C(C=C1)O)[N+](=O)[O-] (4-chloro-3-nitro-phenol), BrCC1=CC(=CC=C1)F (1-Bromomethyl-3-fluoro-benzene). Product: ClC1=C(C=C(C=C1)OCC1=CC(=CC=C1)F)[N+](=O)[O-] (1-Chloro-4-(3-fluoro-benzyloxy)-2-nitro-benzene). Reaction SMILES: [Cl:1][C:2]1[CH:7]=[CH:6][C:5]([OH:8])=[CH:4][C:3]=1[N+:9]([O-:11])=[O:10].Br[CH2:13][C:14]1[CH:19]=[CH:18][CH:17]=[C:16]([F:20])[CH:15]=1>>[Cl:1][C:2]1[CH:7]=[CH:6][C:5]([O:8][CH2:13][C:14]2[CH:19]=[CH:18][CH:17]=[C:16]([F:20])[CH:15]=2)=[CH:4][C:3]=1[N+:9]([O-:11])=[O:10]. Procedure: A solution of 4-chloro-3-nitro-phenol was reacted with 1-Bromomethyl-3-fluoro-benzene using the conditions described in Example 10C to provide 1-Chloro-4-(3-fluoro-benzyloxy)-2-nitro-benzene which was treated sequentially using the procedures from Examples 10D and 10E to provide the title product. Starting materials: OC1=NN2C(C=N1)=C(C=C2C2=C(C=CC=C2)N(S(=O)(=O)C)C)OCOCC[Si](C)(C)C (N-{2-[2-Hydroxy-5-(2-trimethylsilanyl-ethoxymethoxy)-pyrrolo[2,1-f][1,2,4]triazin-7-yl]-phenyl}-N-methyl-methanesulfonamide), CN(C=O)C (N,N-Dimethylformamide), C1=CC=C(C=C1)N(S(=O)(=O)C(F)(F)F)S(=O)(=O)C(F)(F)F (N-Phenylbis(trifluoromethanesulphonimide)), NC1=C(C=C(C=C1)C1CCN(CC1)CC(=O)N)OC (2-[4-(4-Amino-3-methoxy-phenyl)-piperidin-1-yl]-acetamide). Run at time 1 hour. The product is CS(=O)(=O)N(C1=C(C=CC=C1)C1=CC(=C2C=NC(=NN21)NC2=C(C=C(C=C2)C2CCN(CC2)CC(=O)N)OC)OCOCC[Si](C)(C)C)C (2-(4-{4-[7-[2-(Methanesulfonyl-methyl-amino)-phenyl]-5-(2-trimethylsilanyl-ethoxymethoxy)-pyrrolo[2,1-f][1,2,4]triazin-2-ylamino]-3-methoxy-phenyl}-piperidin-1-yl)-acetamide). Isolated yield 66.0%. RXN SMILES: O[C:2]1[N:7]=[CH:6][C:5]2=[C:8]([O:23][CH2:24][O:25][CH2:26][CH2:27][Si:28]([CH3:31])([CH3:30])[CH3:29])[CH:9]=[C:10]([C:11]3[CH:16]=[CH:15][CH:14]=[CH:13][C:12]=3[N:17]([CH3:22])[S:18]([CH3:21])(=[O:20])=[O:19])[N:4]2[N:3]=1.CN(C)C=O.C1C=CC(N(S(C(F)(F)F)(=O)=O)S(C(F)(F)F)(=O)=O)=CC=1.[NH2:58][C:59]1[CH:64]=[CH:63][C:62]([CH:65]2[CH2:70][CH2:69][N:68]([CH2:71][C:72]([NH2:74])=[O:73])[CH2:67][CH2:66]2)=[CH:61][C:60]=1[O:75][CH3:76]>>[CH3:21][S:18]([N:17]([CH3:22])[C:12]1[CH:13]=[CH:14][CH:15]=[CH:16][C:11]=1[C:10]1[N:4]2[C:5]([CH:6]=[N:7][C:2]([NH:58][C:59]3[CH:64]=[CH:63][C:62]([CH:65]4[CH2:70][CH2:69][N:68]([CH2:71][C:72]([NH2:74])=[O:73])[CH2:67][CH2:66]4)=[CH:61][C:60]=3[O:75][CH3:76])=[N:3]2)=[C:8]([O:23][CH2:24][O:25][CH2:26][CH2:27][Si:28]([CH3:29])([CH3:30])[CH3:31])[CH:9]=1)(=[O:20])=[O:19]. Procedure: 1259h. Into a 8-dram vial, N-{2-[2-Hydroxy-5-(2-trimethylsilanyl-ethoxymethoxy)-pyrrolo[2,1-f][1,2,4]triazin-7-yl]-phenyl}-N-methyl-methanesulfonamide (9.0E1 mg, 0.19 mmol), N,N-Dimethylformamide (0.70 mL, 9.0 mmol) N,N-Diisopropylethylamine (0.101 mL, 0.581 mmol) and N-Phenylbis(trifluoromethanesulphonimide) (83.0 mg, 0.232 mmol) were added. The reaction mixture was stirred at room temperature for one hour. 2-[4-(4-Amino-3-methoxy-phenyl)-piperidin-1-yl]-acetamide (102 mg, 0.387 mmol) was added... Starting materials: FC1=CN=C2C(C(NC2=C1)=O)C(C1=CC(=CS1)C)=O (6-fluoro-3-(4-methyl-2-thenoyl)-4-azaoxindole), ClS(=O)(=O)NC=O (N-chlorosulfonyl carboxamide), C(C)#N (acetonitrile), FC1=CN=C2C(C(NC2=C1)=O)C(C1=CC(=CS1)C)=O (6-fluoro-3-(4-methyl-2-thenoyl)-4-azaoxindole), C(=NS(=O)(=O)Cl)=O (N-chlorosulfonyl isocyanate). Solvent: C(C)(=O)O (acetic acid), O (water), CS(=O)C (DMSO). The product is FC1=CN=C2C(C(N(C2=C1)C(=O)N)=O)C(C1=CC(=CS1)C)=O (6-Fluoro-3-(4-methyl-2-thenoyl)-4-azaoxindole 1-carboxamide). RXN SMILES: [F:1][C:2]1[CH:10]=[C:9]2[C:5]([CH:6]([C:12](=[O:19])[C:13]3[S:17][CH:16]=[C:15]([CH3:18])[CH:14]=3)[C:7](=[O:11])[NH:8]2)=[N:4][CH:3]=1.[C:20](=[O:26])=[N:21]S(Cl)(=O)=O.C(#N)C.ClS(NC=O)(=O)=O>CS(C)=O.C(O)(=O)C.O>[F:1][C:2]1[CH:10]=[C:9]2[C:5]([CH:6]([C:12](=[O:19])[C:13]3[S:17][CH:16]=[C:15]([CH3:18])[CH:14]=3)[C:7](=[O:11])[N:8]2[C:20]([NH2:21])=[O:26])=[N:4][CH:3]=1. Procedure: The title compound was prepared from 6-fluoro-3-(4-methyl-2-thenoyl)-4-azaoxindole (Example 36) according to the procedure of Example 2C, using 6-fluoro-3-(4-methyl-2-thenoyl)-4-azaoxindole (614 mg, 2.22 mmol), N-chlorosulfonyl isocyanate (0.30 mL, 3.45 mmol) and acetonitrile (10 mL). The crude N-chlorosulfonyl carboxamide was hydrolysed by stirring in DMSO (4 mL) overnight in a flask open to the air. The product was isolated by dilution with water, filtration, and recrystallization from acetic ...